This data is from the Open Reaction Database (ORD), a public repository of structured organic reaction records. The task is: describe an organic reaction: reactants, conditions, products, and yield The reactants are N#Cc1c(Cl)c(Cl)c(Cl)c(Cl)c1Cl, C1CCOC1, O, OCCO. Yields the product N#Cc1c(Cl)c(Cl)c(Cl)c(Cl)c1OCCO. RXN SMILES: [Cl:1][c:2]1[c:3]([Cl:13])[c:4]([Cl:12])[c:5]([Cl:11])[c:6]([Cl:10])[c:7]1[C:8]#[N:9].[O:19]1[CH2:20][CH2:21][CH2:22][CH2:23]1.[OH2:18].[OH:14][CH2:15][CH2:16][OH:17]>>[c:2]1([O:17][CH2:16][CH2:15][OH:14])[c:3]([Cl:13])[c:4]([Cl:12])[c:5]([Cl:11])[c:6]([Cl:10])[c:7]1[C:8]#[N:9]. Reactants: C1(=CC=CC=C1)C1=CC(=NN1)N (5-phenyl-1H-pyrazol-3-ylamine), C(C)OC(CC(C)=O)=O (3-oxobutanoic acid ethyl ester). The solvent is C1(=CC=CC=C1)C (toluene). Reaction conditions: temperature 120 celsius, time 2 hour. Product: CC=1NC=2N(C(C1)=O)N=C(C2)C2=CC=CC=C2 (5-methyl-2-phenylpyrazolo[1,5-a]pyrimidin-7(4H)-one). Isolated yield 81.3%. RXN SMILES: [C:1]1([C:7]2[NH:11][N:10]=[C:9]([NH2:12])[CH:8]=2)[CH:6]=[CH:5][CH:4]=[CH:3][CH:2]=1.C([O:15][C:16](=O)[CH2:17][C:18](=O)[CH3:19])C>C1(C)C=CC=CC=1>[CH3:19][C:18]1[NH:12][C:9]2[N:10]([N:11]=[C:7]([C:1]3[CH:2]=[CH:3][CH:4]=[CH:5][CH:6]=3)[CH:8]=2)[C:16](=[O:15])[CH:17]=1. Reported procedure: A mixture of 5-phenyl-1H-pyrazol-3-ylamine (501 mg, 3.15 mmol) and 3-oxobutanoic acid ethyl ester (0.433 mL, 3.39 mmol) in anhydrous toluene (2.9 mL) is heated at 120° C. in a sealed vial. After 2 hr, the reaction is cooled to room temperature. The precipitate is collected in a Buchner funnel and washed with hexanes to afford 5-methyl-2-phenylpyrazolo[1,5-a]pyrimidin-7(4H)-one (577 mg, yield 81%). LCMS: (AA) M+1 226; 1H NMR (400 MHz, DMSO) δ 12.35 (s, 1H), 8.01-7.92 (m, 2H), 7.49-7.43 (m, 2H), 7...